Dataset: the Open Reaction Database (ORD), a public repository of structured organic reaction records. Task: describe an organic reaction: reactants, conditions, products, and yield Reactants: O=C([O-])[O-], CN(C)C=O, Fc1ccc(C2(CCCCl)OCCO2)c(F)c1, [K+], [K+], O=C1NCN(c2ccccc2)C12CCNCC2, O. As a reaction SMILES: [C:35](=[O:36])([O-:37])[O-:38].[CH3:41][N:42]([CH3:43])[CH:44]=[O:45].[Cl:1][CH2:2][CH2:3][CH2:4][C:5]1([c:10]2[c:11]([F:17])[cH:12][c:13]([F:16])[cH:14][cH:15]2)[O:6][CH2:7][CH2:8][O:9]1.[K+:39].[K+:40].[O:18]=[C:19]1[NH:20][CH2:21][N:22]([c:29]2[cH:30][cH:31][cH:32][cH:33][cH:34]2)[C:23]12[CH2:24][CH2:25][NH:26][CH2:27][CH2:28]2.[OH2:46]>>[CH2:2]([CH2:3][CH2:4][C:5]1([c:10]2[c:11]([F:17])[cH:12][c:13]([F:16])[cH:14][cH:15]2)[O:6][CH2:7][CH2:8][O:9]1)[N:26]1[CH2:25][CH2:24][C:23]2([C:19](=[O:18])[NH:20][CH2:21][N:22]2[c:29]2[cH:30][cH:31][cH:32][cH:33][cH:34]2)[CH2:28][CH2:27]1. Yields the product O=C1NCN(c2ccccc2)C12CCN(CCCC1(c3ccc(F)cc3F)OCCO1)CC2. RXN SMILES: O[C:2]1[CH:7]=[C:6]([OH:8])[CH:5]=[CH:4][C:3]=1[C:9](=[N:11][OH:12])[CH3:10].[OH-].[K+]>CO.O>[CH3:10][C:9]1[C:3]2[CH:4]=[CH:5][C:6]([OH:8])=[CH:7][C:2]=2[O:12][N:11]=1 |f:1.2,3.4|. Procedure: 1.98 g of 1-(2,4-dihydroxyphenyl)ethanone oxime (12 mM) and 1 g of potassium hydroxide (18 mM) are refluxed for 4 days in a methanol/water mixture (100 ml/100 ml). The reaction medium is subsequently concentrated under reduced pressure, acidified to pH=1 with 1N HCl, and then extracted with ethyl acetate. The organic phase obtained is dried over magnesium sulfate and concentrated under reduced pressure. The evaporation residue is purified by silica gel chromatography (methylcyclohexane/ethyl ace... Reactants: OC1=C(C=CC(=C1)O)C(C)=NO (1-(2,4-dihydroxyphenyl)ethanone oxime), [OH-].[K+] (potassium hydroxide). Isolated yield 22.0%. Run in CO.O (methanol water). Product: CC1=NOC2=C1C=CC(=C2)O (3-methyl-1,2-benzisoxazol-6-ol), solid. The reactants are C(C)(=O)NC1=CC(=C(C=C1)[N+](=O)[O-])C (4-Acetamido-2-methylnitrobenzene), OCC(O)CO (glycerol), OS(=O)(=O)O (H2SO4), As2O5.5H2O. Yields the product CC1=C(C=C2C=CC=NC2=C1)[N+](=O)[O-] (7-Methyl-6-nitroquinoline). The yield is 34.4%. Reaction SMILES: [C:1]([NH:4][C:5]1[CH:10]=[CH:9][C:8]([N+:11]([O-:13])=[O:12])=[C:7]([CH3:14])[CH:6]=1)(=O)[CH3:2].O[CH2:16]C(CO)O.OS(O)(=O)=O>>[CH3:14][C:7]1[CH:6]=[C:5]2[C:10]([CH:16]=[CH:2][CH:1]=[N:4]2)=[CH:9][C:8]=1[N+:11]([O-:13])=[O:12]. Reported procedure: 4-Acetamido-2-methylnitrobenzene (4.5 g; 23.2 mmol) glycerol (9 g; 100 mmol), H2SO4 conc (6.75 g) and As2O5.5H2O (3.6 g; 46.4 mmol) were heated at 130° C. for 20 h. The reaction mixture was poured on water, adjusted to pH 7-8 by adding NH3conc. and extracted with EtOAc three times. The combined organic phases were dried over Na2SO4, evaporated and purified via chromatography (SiO2; TBME/hexanes 70/30) to yield the title compound (1.5 g; 34%). The isomeric 5-methyl-6-nitroquinoline was eluted fro... The reactants are C(C)C1C(C(=NC=2C(=NC(=NC21)NC2=CC=C(C=C2)O)C)C2=CC=CC=C2)=O (8-Ethyl-2-(4-hydroxyphenylamino)-4-methyl-6-phenylpyrido[2,3-]pyrimidin-7(8H)-one), Cl.ClCCN1CCCCC1 (1-(2-chloroethyl)piperidine hydrochloride), C(=O)([O-])[O-].[K+].[K+] (K2CO3), CN(C)C=O (DMF). Yields the product C(C)N1C(C(=CC2=C1N=C(N=C2C)NC2=CC=C(C=C2)OCCN2CCCCC2)C2=CC=CC=C2)=O (8-Ethyl-4-methyl-6-phenyl-2-({4-[(2-piperidin-1-ylethyl)oxy]phenyl}amino)pyrido[2,3-d]pyrimidin-7(8H)-one). Isolated yield 77.0%. Reaction SMILES: C([CH:3]1[C:12]2[N:11]=[C:10]([NH:13][C:14]3[CH:19]=[CH:18][C:17]([OH:20])=[CH:16][CH:15]=3)[N:9]=C(C)[C:7]=2N=[C:5]([C:22]2[CH:27]=[CH:26][CH:25]=[CH:24][CH:23]=2)[C:4]1=O)C.Cl.Cl[CH2:31][CH2:32][N:33]1[CH2:38][CH2:37][CH2:36][CH2:35][CH2:34]1.[C:39]([O-])([O-])=O.[K+].[K+].[CH3:45][N:46]([CH:48]=[O:49])[CH3:47]>>[CH2:45]([N:46]1[C:47]2[N:9]=[C:10]([NH:13][C:14]3[CH:15]=[CH:16][C:17]([O:20][CH2:31][CH2:32][N:33]4[CH2:38][CH2:37][CH2:36][CH2:35][CH2:34]4)=[CH:18][CH:19]=3)[N:11]=[C:12]([CH3:7])[C:3]=2[CH:4]=[C:5]([C:22]2[CH:23]=[CH:24][CH:25]=[CH:26][CH:27]=2)[C:48]1=[O:49])[CH3:39] |f:1.2,3.4.5|. Procedure: 8-Ethyl-2-(4-hydroxyphenylamino)-4-methyl-6-phenylpyrido[2,3-]pyrimidin-7(8H)-one (70 mg, 0.188 mmol) from above, 1-(2-chloroethyl)piperidine hydrochloride (245.0 mg, 1.331 mmol) and K2CO3 (450.0 mg, 3.261 mmol) were added to DMF (5 mL). The reaction was heated to reflux for ten minutes then cooled to room temperature and partitioned between aqueous and organic layers with ethyl acetate and H2O. The organic layer was dried with anhydrous magnesium sulfate, filtered and evaporated. The residue wa... As a reaction SMILES: [NH2:1][CH2:2][C:3]1[C:12](=[O:13])[C:11]2[C:6](=[CH:7][C:8]([O:14][CH3:15])=[CH:9][CH:10]=2)[N:5]([C:16]2[CH:21]=[CH:20][CH:19]=[CH:18][CH:17]=2)[C:4]=1[C:22]([O:24][CH3:25])=[O:23].[F:26][C:27]1[CH:28]=[C:29]([CH:33]=[CH:34][C:35]=1[F:36])[C:30](Cl)=[O:31]>>[CH3:25][O:24][C:22]([C:4]1[N:5]([C:16]2[CH:17]=[CH:18][CH:19]=[CH:20][CH:21]=2)[C:6]2[C:11]([C:12](=[O:13])[C:3]=1[CH2:2][NH:1][C:30](=[O:31])[C:29]1[CH:33]=[CH:34][C:35]([F:36])=[C:27]([F:26])[CH:28]=1)=[CH:10][CH:9]=[C:8]([O:14][CH3:15])[CH:7]=2)=[O:23]. Procedure: 7-Methoxy-3-[(3,4-difluoro-benzoylamino)-methyl]-4-oxo-1-phenyl-1,4-dihydro-quino-line-2-carboxylic acid methyl ester was prepared starting from intermediate K and 3,4-difluorobenzoyl chloride. MS calcd. for C26H20F2N2O5 [(M+H)+] 479.1, obsd. 479.1. Starting materials: NCC1=C(N(C2=CC(=CC=C2C1=O)OC)C1=CC=CC=C1)C(=O)OC (methyl 3-(aminomethyl)-7-methoxy-4-oxo-1-phenyl-1,4-dihydroquinoline-2-carboxylate), FC=1C=C(C(=O)Cl)C=CC1F (3,4-difluorobenzoyl chloride). Product: COC(=O)C=1N(C2=CC(=CC=C2C(C1CNC(C1=CC(=C(C=C1)F)F)=O)=O)OC)C1=CC=CC=C1 (7-Methoxy-3-[(3,4-difluoro-benzoylamino)-methyl]-4-oxo-1-phenyl-1,4-dihydro-quino-line-2-carboxylic acid methyl ester). Product: Cc1ccc(O)cc1CCC1CC(=O)CC2(C)C(=CCBr)CCC12. Reactants: BrC(Br)(Br)Br, Cc1ccc(O)cc1CCC1CC(=O)CC2(C)C(=CCO)CCC12. As a reaction SMILES: [C:25]([Br:26])([Br:27])([Br:28])[Br:29].[CH3:1][C:2]12[C:3](=[CH:22][CH2:23][OH:24])[CH2:4][CH2:5][CH:6]1[CH:7]([CH2:12][CH2:13][c:14]1[c:15]([CH3:21])[cH:16][cH:17][c:18]([OH:20])[cH:19]1)[CH2:8][C:9](=[O:11])[CH2:10]2>>[CH3:1][C:2]12[C:3](=[CH:22][CH2:23][Br:26])[CH2:4][CH2:5][CH:6]1[CH:7]([CH2:12][CH2:13][c:14]1[c:15]([CH3:21])[cH:16][cH:17][c:18]([OH:20])[cH:19]1)[CH2:8][C:9](=[O:11])[CH2:10]2. Reactants: CCOC(=O)CBr, [H-], [Na+], CN(C)C=O, O, N#Cc1cccc2cc[nH]c12. Product: CCOC(=O)Cn1ccc2cccc(C#N)c21. Reaction SMILES: [Br:14][CH2:15][C:16](=[O:17])[O:18][CH2:19][CH3:20].[H-:13].[Na+:12].[O:21]=[CH:22][N:23]([CH3:24])[CH3:25].[OH2:26].[nH:1]1[cH:2][cH:3][c:4]2[cH:5][cH:6][cH:7][c:8]([C:10]#[N:11])[c:9]12>>[n:1]1([CH2:15][C:16](=[O:17])[O:18][CH2:19][CH3:20])[cH:2][cH:3][c:4]2[cH:5][cH:6][cH:7][c:8]([C:10]#[N:11])[c:9]12.